Dataset: the Open Reaction Database (ORD), a public repository of structured organic reaction records. Task: describe an organic reaction: reactants, conditions, products, and yield Starting materials: CCC(CBr)C(Br)C(=O)O, CC#N, NC(c1ccccc1)c1ccccc1. Yields the product CCC1CN(C(c2ccccc2)c2ccccc2)C1C(=O)O. As a reaction SMILES: [Br:1][CH:2]([C:3](=[O:4])[OH:5])[CH:6]([CH2:7][CH3:8])[CH2:9][Br:10].[CH3:25][C:26]#[N:27].[CH:11]([c:12]1[cH:13][cH:14][cH:15][cH:16][cH:17]1)([c:18]1[cH:19][cH:20][cH:21][cH:22][cH:23]1)[NH2:24]>>[CH:2]1([C:3](=[O:4])[OH:5])[CH:6]([CH2:7][CH3:8])[CH2:9][N:24]1[CH:11]([c:12]1[cH:13][cH:14][cH:15][cH:16][cH:17]1)[c:18]1[cH:19][cH:20][cH:21][cH:22][cH:23]1. Starting materials: COC(=O)c1cc(Br)c(Oc2cc(C(C)C)c(O)cc2C(=O)c2ccccc2)c(Br)c1, CC(C)=O, [Na+], [OH-]. Yields the product CC(C)c1cc(Oc2c(Br)cc(C(=O)O)cc2Br)c(C(=O)c2ccccc2)cc1O. RXN SMILES: [CH3:1][O:2][C:3]([c:4]1[cH:5][c:6]([Br:30])[c:7]([O:11][c:12]2[c:13]([C:22]([c:23]3[cH:24][cH:25][cH:26][cH:27][cH:28]3)=[O:29])[cH:14][c:15]([OH:21])[c:16]([CH:18]([CH3:19])[CH3:20])[cH:17]2)[c:8]([Br:10])[cH:9]1)=[O:31].[CH3:34][C:35](=[O:36])[CH3:37].[Na+:33].[OH-:32]>>[O:2]=[C:3]([c:4]1[cH:5][c:6]([Br:30])[c:7]([O:11][c:12]2[c:13]([C:22]([c:23]3[cH:24][cH:25][cH:26][cH:27][cH:28]3)=[O:29])[cH:14][c:15]([OH:21])[c:16]([CH:18]([CH3:19])[CH3:20])[cH:17]2)[c:8]([Br:10])[cH:9]1)[OH:31]. Starting materials: OC1=CC=C(C(=O)NC[C@@H](C(=O)OC)N2CCN(CC2)S(=O)(=O)C)C=C1 (methyl (S)-3-(4-hydroxybenzoylamino)-2-(4-methanesulphonylpiperazin-1-yl)propanoate), BrCC1=CC=C(C=C1)OC (1-bromomethyl-4-methoxybenzene). Isolated yield 96.4%. Procedure: In a manner similar to example 4-5, starting from 300 mg (0.8 mmol) of methyl (S)-3-(4-hydroxybenzoylamino)-2-(4-methanesulphonylpiperazin-1-yl)propanoate (prepared as described in example 4-4) and from 0.14 ml (0.9 mmol) of 1-bromomethyl-4-methoxybenzene; 390 mg (100%) of methyl (S)-2-(4-methanesulphonylpiperazin-1-yl)-3-[4-(4-methoxybenzyloxy)benzoylamino]propanoate are obtained in the form of a colourless oil. As a reaction SMILES: [OH:1][C:2]1[CH:26]=[CH:25][C:5]([C:6]([NH:8][CH2:9][C@H:10]([N:15]2[CH2:20][CH2:19][N:18]([S:21]([CH3:24])(=[O:23])=[O:22])[CH2:17][CH2:16]2)[C:11]([O:13][CH3:14])=[O:12])=[O:7])=[CH:4][CH:3]=1.Br[CH2:28][C:29]1[CH:34]=[CH:33][C:32]([O:35][CH3:36])=[CH:31][CH:30]=1>>[CH3:24][S:21]([N:18]1[CH2:17][CH2:16][N:15]([C@@H:10]([CH2:9][NH:8][C:6](=[O:7])[C:5]2[CH:25]=[CH:26][C:2]([O:1][CH2:28][C:29]3[CH:34]=[CH:33][C:32]([O:35][CH3:36])=[CH:31][CH:30]=3)=[CH:3][CH:4]=2)[C:11]([O:13][CH3:14])=[O:12])[CH2:20][CH2:19]1)(=[O:23])=[O:22]. Product: CS(=O)(=O)N1CCN(CC1)[C@H](C(=O)OC)CNC(C1=CC=C(C=C1)OCC1=CC=C(C=C1)OC)=O (methyl (S)-2-(4-methanesulphonylpiperazin-1-yl)-3-[4-(4-methoxybenzyloxy)benzoylamino]propanoate). Product: O=C1N(C(C2=C3C(C=C4C(=C13)C=CC=C4)=CC=C2)=O)CCNCCCNCCN2C(C4=C1C(=CC=3C4=C(C2=O)C=CC3)C=CC=C1)=O (N,N'-Bis[2-(1,2-dihydro-1,3-dioxo-3H-dibenz[de,h]isoquinolin-2-yl)ethyl]-1,3-propanediamine). Yield: 51.6%. Procedure details: A mixture of 1.0 g (2,5 mmol) of N-[2-(1,2-dihydro-1,3-dioxo-3H-dibenz[de,h]isoquinolin-2-yl)ethyl]-N'-(2-aminoethyl)-1,3-propanediamine in 50 ml of toluene was treated with 0.62 g (2,5 mmol) of anthracene-1,9-dicarboxylic acid anhyride in 10 ml of toluene, refluxed for 6 hours, and cooled to room temperature. The solid was collected, dried in vacuo, and crystallized from toluene to give 0.8 g 48% of N,N'-Bis[2-(1,2-dihydro-1,3-dioxo-3H-dibenz[de,h]isoquinolin-2-yl)ethyl]-1,3-propanediamine. M.p... Reactants: O=C1N(C(C2=C3C(C=C4C(=C13)C=CC=C4)=CC=C2)=O)CCNCCCNCCN (N-[2-(1,2-dihydro-1,3-dioxo-3H-dibenz[de,h]isoquinolin-2-yl)ethyl]-N'-(2-aminoethyl)-1,3-propanediamine), C1(=CC=CC2=CC3=CC=CC=C3C(=C12)C(=O)O)C(=O)O (anthracene-1,9-dicarboxylic acid). Solvent: C1(=CC=CC=C1)C (toluene), C1(=CC=CC=C1)C (toluene). RXN SMILES: [O:1]=[C:2]1[C:11]2[C:6]3[C:7](=[CH:16][CH:17]=[CH:18][C:5]=3[C:4](=[O:19])[N:3]1[CH2:20][CH2:21][NH:22][CH2:23][CH2:24][CH2:25][NH:26][CH2:27][CH2:28][NH2:29])[CH:8]=[C:9]1[CH:15]=[CH:14][CH:13]=[CH:12][C:10]1=2.[C:30]1([C:47](O)=[O:48])[C:43]2[C:34](=[CH:35][C:36]3[C:41]([C:42]=2[C:44](O)=[O:45])=[CH:40][CH:39]=[CH:38][CH:37]=3)[CH:33]=[CH:32][CH:31]=1>C1(C)C=CC=CC=1>[O:1]=[C:2]1[C:11]2[C:6]3[C:7](=[CH:16][CH:17]=[CH:18][C:5]=3[C:4](=[O:19])[N:3]1[CH2:20][CH2:21][NH:22][CH2:23][CH2:24][CH2:25][NH:26][CH2:27][CH2:28][N:29]1[C:47](=[O:48])[C:30]3[CH:31]=[CH:32][CH:33]=[C:34]4[C:43]=3[C:42](=[C:41]3[CH:40]=[CH:39][CH:38]=[CH:37][C:36]3=[CH:35]4)[C:44]1=[O:45])[CH:8]=[C:9]1[CH:15]=[CH:14][CH:13]=[CH:12][C:10]1=2. The reactants are ClC1=C(C=C(C=C1)F)F (1-chloro-2,4-difluorobenzene), C(=O)N1CCOCC1 (4-formylmorpholine), C(CCC)[Li] (n-Butyllithium), C(C)(C)NC(C)C (diisopropylamine). Run in C1CCOC1 (THF), Cl (HCl), C1CCOC1 (THF). Conditions: temperature -78 celsius, time 30 minute. Yields the product ClC=1C(=C(C=O)C(=CC1)F)F (3-Chloro-2,6-difluorobenzaldehyde). Reaction SMILES: C([Li])CCC.C(NC(C)C)(C)C.[Cl:13][C:14]1[CH:19]=[CH:18][C:17]([F:20])=[CH:16][C:15]=1[F:21].[CH:22](N1CCOCC1)=[O:23]>C1COCC1.Cl>[Cl:13][C:14]1[C:15]([F:21])=[C:16]([C:17]([F:20])=[CH:18][CH:19]=1)[CH:22]=[O:23]. Procedure details: n-Butyllithium (1.43M in hexane, 20.2 mmol, 14.1 ml) was added dropwise at 0° C. to a solution of diisopropylamine (2.91 ml, 22.2 mmol) in THF (80 ml). After 30 min. at 0° C., the solution was cooled to -78° C. and 1-chloro-2,4-difluorobenzene (3 g, 20.2 mmol) in THF (10 ml) added dropwise. After 30 min., 4-formylmorpholine (4.1 ml) was added and the mixture warmed to room temperature over 1 h, diluted with 1N HCl, extracted twice with ethyl acetate, the extracts washed with brine, dried over so... Reactants: solution, B(Br)(Br)Br (BBr3), COC1=CC=C(C=C1)C1=CN=C(S1)NC1=CC=C(C=C1)OCCN1CCCC1 ([5-(4-Methoxy-phenyl)-thiazol-2-yl]-[4-(2-pyrrolidin-1-yl-ethoxy)-phenyl]-amine). Run in C(Cl)Cl (CH2Cl2), C(Cl)Cl (CH2Cl2). Run at time 1.5 hour. The product is N1(CCCC1)CCOC1=CC=C(C=C1)NC=1SC(=CN1)C1=CC=C(C=C1)O (4-{2-[4-(2-Pyrrolidin-1-yl-ethoxy)-phenylamino]-thiazol-5-yl}-phenol). As a reaction SMILES: B(Br)(Br)Br.C[O:6][C:7]1[CH:12]=[CH:11][C:10]([C:13]2[S:17][C:16]([NH:18][C:19]3[CH:24]=[CH:23][C:22]([O:25][CH2:26][CH2:27][N:28]4[CH2:32][CH2:31][CH2:30][CH2:29]4)=[CH:21][CH:20]=3)=[N:15][CH:14]=2)=[CH:9][CH:8]=1>C(Cl)Cl>[N:28]1([CH2:27][CH2:26][O:25][C:22]2[CH:21]=[CH:20][C:19]([NH:18][C:16]3[S:17][C:13]([C:10]4[CH:9]=[CH:8][C:7]([OH:6])=[CH:12][CH:11]=4)=[CH:14][N:15]=3)=[CH:24][CH:23]=2)[CH2:29][CH2:30][CH2:31][CH2:32]1. Reported procedure: A 1 N solution of BBr3 in CH2Cl2 (0.4 mL, 0.404 mmol, 8.0 equiv) is added dropwise to a cold (−10° C.) solution of [5-(4-methoxy-phenyl)thiazol-2-yl]-[4-(2-pyrrolidin-1-yl-ethoxy)-phenyl]-amine (Example 3) (20 mg, 0.0506 mmol) in CH2Cl2 (0.4 mL), under an argon atmosphere. The reaction mixture is allowed to warm to RT and to stir for 1.5 h. The mixture is then cooled to 0° C. and quenched with MeOH. The resulting red solution is concentrated in vacuo. Purification of the crude material by silica...